This data is from the Open Reaction Database (ORD), a public repository of structured organic reaction records. The task is: describe an organic reaction: reactants, conditions, products, and yield Reactants: [N+](=O)([O-])C=1C=C2C(NC(NC2=CC1)=O)=O (6-nitroquinazoline-2,4 (1H,3H)-dione), P(=O)(Cl)(Cl)Cl (phosphorus oxychloride), C(C1=CC=CC=C1)N (benzylamine). Run in O (Water). Run at time 2 hour. Product: ClC1=NC2=CC=C(C=C2C(=N1)NCC1=CC=CC=C1)[N+](=O)[O-] (2-chloro-4-benzylamino-6-nitroquinazoline). Reaction SMILES: [N+:1]([C:4]1[CH:5]=[C:6]2[C:11](=[CH:12][CH:13]=1)[NH:10][C:9](=O)[NH:8][C:7]2=O)([O-:3])=[O:2].P(Cl)(Cl)([Cl:18])=O.[CH2:21]([NH2:28])[C:22]1[CH:27]=[CH:26][CH:25]=[CH:24][CH:23]=1>O>[Cl:18][C:9]1[N:8]=[C:7]([NH:28][CH2:21][C:22]2[CH:27]=[CH:26][CH:25]=[CH:24][CH:23]=2)[C:6]2[C:11](=[CH:12][CH:13]=[C:4]([N+:1]([O-:3])=[O:2])[CH:5]=2)[N:10]=1. Procedure: To 367 mg (1.77 mmol) of 6-nitroquinazoline-2,4 (1H,3H)-dione was added 15.13 g (98.70 mmol) of phosphorus oxychloride to effect reaction in the same manner as in Example 10. Next, to the reaction mixture was added dropwise 379 mg (3.54 mmol) of benzylamine under ice cooling, and the resulting mixture was stirred under ice cooling for 2 hours. Water was added to the reaction mixture, and crystals thus precipitated were filtered out to obtain 2-chloro-4-benzylamino-6-nitroquinazoline. To this was... Starting materials: C1COP(=O)(NC1O)N(CCCl)CCCl (4-hydroxycyclophosphamide), ONC(=O)N (hydroxyurea), ClC(C(=O)O)(Cl)Cl (trichloroacetic acid). The solvent is C(C)(=O)OCC (ethyl acetate), CN(C)C=O (DMF). Conditions: time 20 hour. The product is ON(C(=O)N)C1NP(OCC1)(=O)N(CCCl)CCCl (1-hydroxy-1-[2-[bis-(2-chloroethyl)-amino]-2-oxo-tetrahydro-2-H-1,3,2-oxazaphosphorin-4-yl]-urea). RXN SMILES: [CH2:1]1[CH:7](O)[NH:6][P:4]([N:9]([CH2:13][CH2:14][Cl:15])[CH2:10][CH2:11][Cl:12])(=[O:5])[O:3][CH2:2]1.[OH:16][NH:17][C:18]([NH2:20])=[O:19].ClC(Cl)(Cl)C(O)=O>CN(C=O)C.C(OCC)(=O)C>[OH:16][N:17]([CH:7]1[CH2:1][CH2:2][O:3][P:4]([N:9]([CH2:13][CH2:14][Cl:15])[CH2:10][CH2:11][Cl:12])(=[O:5])[NH:6]1)[C:18]([NH2:20])=[O:19]. Procedure: 15 g (54 mmol) of 4-hydroxycyclophosphamide (that is to say 2-[bis-(2-chloroethyl)-amino]-4-hydroxytetrahydro-2H-1,3,2-oxazaphosphorin-2-oxide) and 4.4 g (58 mmol) of hydroxyurea were dissolved in 70 ml of DMF, acidified with trichloroacetic acid (pH 3-4) and left for 20 hours at 0° C. in a refrigerator. The resultant crystal sludge was diluted with 70 ml of ethyl acetate and after 2 hours was drawn off by suction, washed, dried and recrystallized from methanol. Reactants: CC(NC(=O)OC(C)(C)C)C(=O)N1CCCC1C(=O)O, O=C(OCc1ccccc1)C1CCCN1, ClCCl, CCCCCC, CCOC(C)=O, Cl, On1nnc2ccccc21. Product: CC(NC(=O)OC(C)(C)C)C(=O)N1CCCC1C(=O)N1CCCC1C(=O)OCc1ccccc1. Reaction SMILES: [C:1]([CH3:2])([CH3:3])([CH3:4])[O:5][C:6](=[O:7])[NH:8][CH:9]([CH3:10])[C:11](=[O:12])[N:13]1[CH:14]([C:15](=[O:16])[OH:17])[CH2:18][CH2:19][CH2:20]1.[CH2:22]([c:23]1[cH:24][cH:25][cH:26][cH:27][cH:28]1)[O:29][C:30]([CH:31]1[NH:32][CH2:33][CH2:34][CH2:35]1)=[O:36].[CH2:53]([Cl:54])[Cl:55].[CH3:47][CH2:48][CH2:49][CH2:50][CH2:51][CH3:52].[CH3:56][CH2:57][O:58][C:59](=[O:60])[CH3:61].[ClH:21].[OH:37][n:38]1[c:39]2[c:40]([cH:41][cH:42][cH:43][cH:44]2)[n:45][n:46]1>>[C:1]([CH3:2])([CH3:3])([CH3:4])[O:5][C:6](=[O:7])[NH:8][CH:9]([CH3:10])[C:11](=[O:12])[N:13]1[CH:14]([C:15](=[O:17])[N:32]2[CH:31]([C:30]([O:29][CH2:22][c:23]3[cH:24][cH:25][cH:26][cH:27][cH:28]3)=[O:36])[CH2:35][CH2:34][CH2:33]2)[CH2:18][CH2:19][CH2:20]1.